From a dataset of the Open Reaction Database (ORD), a public repository of structured organic reaction records. describe an organic reaction: reactants, conditions, products, and yield Product: COC(=O)c1ccc(F)cc1Br. Reaction SMILES: [Br:1][c:2]1[c:3]([OH:9])[cH:4][cH:5][c:6]([F:8])[cH:7]1.[Cl:12][C:13](=[O:14])[O:15][CH3:16].[Na+:11].[OH-:10].[OH2:17]>>[Br:1][c:2]1[c:3]([C:13](=[O:14])[O:15][CH3:16])[cH:4][cH:5][c:6]([F:8])[cH:7]1. Reactants: Oc1ccc(F)cc1Br, COC(=O)Cl, [Na+], [OH-], O. Starting materials: [N+](=O)([O-])C=1C=CC=C2C=CC(=CC12)C(=O)OCC (ethyl 8-nitro-2-naphthoate). Reagents/catalysts: [Pd] (Pd/C). The solvent is C(C)O (ethanol). The product is NC=1C=CC=C2C=CC(=CC12)C(=O)OCC (Ethyl 8-Amino-2-naphthoate). Yield: 73.2%. As a reaction SMILES: [N+:1]([C:4]1[CH:5]=[CH:6][CH:7]=[C:8]2[C:13]=1[CH:12]=[C:11]([C:14]([O:16][CH2:17][CH3:18])=[O:15])[CH:10]=[CH:9]2)([O-])=O>C(O)C.[Pd]>[NH2:1][C:4]1[CH:5]=[CH:6][CH:7]=[C:8]2[C:13]=1[CH:12]=[C:11]([C:14]([O:16][CH2:17][CH3:18])=[O:15])[CH:10]=[CH:9]2. Reported procedure: According to the procedure of W. Adcock, et al. Aust. J. Chem. 18, 1351 (1965), a suspension of ethyl 8-nitro-2-naphthoate (8.2 g, 0.033 mol) in ethanol (240 mL) was hydrogenated at 50 psi over 10% Pd/C (820 mg) for 4 hours. The mixture was filtered through Solka floc® and concentrated. Recrystallization of the residue from EtOH/H2O gave a yellow solid (5.2 g, 72%), m.p. 97°-98° C. Starting materials: NC(=O)c1cccc(C=CC(=O)c2ccccc2)n1, CN(C)C=O, ClC(Cl)Cl, O=P(Cl)(Cl)Cl. Yields the product N#Cc1cccc(C=CC(=O)c2ccccc2)n1. Reaction SMILES: [C:1]([NH2:2])(=[O:3])[c:4]1[cH:5][cH:6][cH:7][c:8]([CH:10]=[CH:11][C:12](=[O:13])[c:14]2[cH:15][cH:16][cH:17][cH:18][cH:19]2)[n:9]1.[CH3:29][N:30]([CH3:31])[CH:32]=[O:33].[CH:25]([Cl:26])([Cl:27])[Cl:28].[P:20]([Cl:21])([Cl:22])([Cl:23])=[O:24]>>[C:1](#[N:2])[c:4]1[cH:5][cH:6][cH:7][c:8]([CH:10]=[CH:11][C:12](=[O:13])[c:14]2[cH:15][cH:16][cH:17][cH:18][cH:19]2)[n:9]1. The reactants are C1CCNC1, CN1CCCC1=O, O=C(CCCl)Nc1cccc(-c2ccc(C=C3C(=O)Nc4ccccc43)o2)c1. The product is O=C(CCN1CCCC1)Nc1cccc(-c2ccc(C=C3C(=O)Nc4ccccc43)o2)c1. RXN SMILES: [CH2:29]1[CH2:30][CH2:31][NH:32][CH2:33]1.[CH3:34][N:35]1[CH2:36][CH2:37][CH2:38][C:39]1=[O:40].[Cl:1][CH2:2][CH2:3][C:4](=[O:5])[NH:6][c:7]1[cH:8][c:9](-[c:13]2[o:14][c:15]([CH:18]=[C:19]3[C:20](=[O:28])[NH:21][c:22]4[cH:23][cH:24][cH:25][cH:26][c:27]43)[cH:16][cH:17]2)[cH:10][cH:11][cH:12]1>>[CH2:2]([CH2:3][C:4](=[O:5])[NH:6][c:7]1[cH:8][c:9](-[c:13]2[o:14][c:15]([CH:18]=[C:19]3[C:20](=[O:28])[NH:21][c:22]4[cH:23][cH:24][cH:25][cH:26][c:27]43)[cH:16][cH:17]2)[cH:10][cH:11][cH:12]1)[N:32]1[CH2:31][CH2:30][CH2:29][CH2:33]1. The reactants are CCBr, O=C([O-])[O-], [Cs+], [Cs+], Fc1ccc(S)cc1, CN(C)C=O, O. The product is CCSc1ccc(F)cc1. Reaction SMILES: [Br:9][CH2:10][CH3:11].[C:12](=[O:13])([O-:14])[O-:15].[Cs+:16].[Cs+:17].[F:1][c:2]1[cH:3][cH:4][c:5]([SH:8])[cH:6][cH:7]1.[O:18]=[CH:19][N:20]([CH3:21])[CH3:22].[OH2:23]>>[F:1][c:2]1[cH:3][cH:4][c:5]([S:8][CH2:10][CH3:11])[cH:6][cH:7]1.